describe an organic reaction: reactants, conditions, products, and yield From a dataset of the Open Reaction Database (ORD), a public repository of structured organic reaction records. The reactants are OC(COC1=CC=C(C=C1)O)CO (4-(2,3-dihydroxypropoxy)phenol), CSCC(=O)Cl (2-methylmercaptoacetyl chloride). Run in [OH-].[Na+] (sodium hydroxide), CO (methanol). The product is CSCCOC1=CC=C(C=C1)OCC(CO)O (2-{4-(2,3-dihydroxypropoxy)phenoxy}ethyl methyl sulfide). Yield: 87.2%. RXN SMILES: [OH:1][CH:2]([CH2:12][OH:13])[CH2:3][O:4][C:5]1[CH:10]=[CH:9][C:8]([OH:11])=[CH:7][CH:6]=1.[CH3:14][S:15][CH2:16][C:17](Cl)=O>[OH-].[Na+].CO>[CH3:14][S:15][CH2:16][CH2:17][O:11][C:8]1[CH:9]=[CH:10][C:5]([O:4][CH2:3][CH:2]([OH:1])[CH2:12][OH:13])=[CH:6][CH:7]=1 |f:2.3|. Procedure: A 1.84 g quantity of 4-(2,3-dihydroxypropoxy)phenol was dissolved in 0.40 g of sodium hydroxide and 10 ml of 90% methanol. To the solution was added 1.11 g of 2-methylmercaptoacetyl chloride, and the mixture was refluxed for 6 hours. The reaction mixture was concentrated and the residue was extracted with chloroform. The chloroform layer was washed with water, dewatered with Glauber's salt and concentrated. The residue was recrystallized from benzene-petroleum ether, giving 2.25 g of 2-{4-(2,3-d... Starting materials: C(C(=O)CC(=O)O)C(=O)O (1,3-acetonedicarboxylic acid), C(C)(=O)[O-].[Na+] (sodium acetate), CC1=CC=C(CN)C=C1 (4-methylbenzylamine), C(CC=O)CC=O (glutaric dialdehyde). Run in O (water), Cl (hydrochloric acid), O (water), Cl (hydrochloric acid). Product: CC1=CC=C(CN2C3CC(CC2CCC3)=O)C=C1 (9-(4-Methylbenzyl)-9-aza-bicyclo-[3.3.1]-nonan-3-one). As a reaction SMILES: [CH3:1][C:2]1[CH:9]=[CH:8][C:5]([CH2:6][NH2:7])=[CH:4][CH:3]=1.[CH2:10]([CH2:14][CH:15]=[O:16])[CH2:11][CH:12]=O.[CH2:17]([C:24](O)=O)[C:18](CC(O)=O)=O.C([O-])(=O)C.[Na+]>Cl.O>[CH3:1][C:2]1[CH:9]=[CH:8][C:5]([CH2:6][N:7]2[CH:10]3[CH2:11][CH2:12][CH2:24][CH:17]2[CH2:18][C:15](=[O:16])[CH2:14]3)=[CH:4][CH:3]=1 |f:3.4|. Procedure details: A solution of 4-methylbenzylamine (12 g) in dilute hydrochloric acid (5N, 20 ml) was added to glutaric dialdehyde (50%, 24 ml) in water (100 ml) with stirring. A solution of 1,3-acetonedicarboxylic acid (14.6 g) and sodium acetate (8.2 g) in water (100 ml) was then added and the mixture stirred for 24 hours at room temperature. A further quantity of dilute hydrochloric acid (5 ml) was then added and the mixture stirred for a further 48 hours. Starting materials: CCOC(=O)C(CCC1=CCCCC1)Oc1ccc(Br)cc1, COCCOC, OB(O)c1ccc(Cl)s1, [Na+], [Na+], O=C([O-])[O-], O, c1ccc(P(c2ccccc2)(c2ccccc2)[Pd](P(c2ccccc2)(c2ccccc2)c2ccccc2)(P(c2ccccc2)(c2ccccc2)c2ccccc2)P(c2ccccc2)(c2ccccc2)c2ccccc2)cc1. The product is CCOC(=O)C(CCC1=CCCCC1)Oc1ccc(-c2ccc(Cl)s2)cc1. RXN SMILES: [Br:10][c:11]1[cH:12][cH:13][c:14]([O:17][CH:18]([C:19](=[O:20])[O:21][CH2:22][CH3:23])[CH2:24][CH2:25][C:26]2=[CH:27][CH2:28][CH2:29][CH2:30][CH2:31]2)[cH:15][cH:16]1.[CH2:38]([CH2:39][O:40][CH3:41])[O:42][CH3:43].[Cl:1][c:2]1[cH:3][cH:4][c:5]([B:7]([OH:8])[OH:9])[s:6]1.[Na+:32].[Na+:33].[O-:34][C:35](=[O:36])[O-:37].[OH2:44].[cH:45]1[cH:46][cH:47][c:48]([P:49]([Pd:50]([P:51]([c:52]2[cH:53][cH:54][cH:55][cH:56][cH:57]2)([c:58]2[cH:59][cH:60][cH:61][cH:62][cH:63]2)[c:64]2[cH:65][cH:66][cH:67][cH:68][cH:69]2)([P:70]([c:71]2[cH:72][cH:73][cH:74][cH:75][cH:76]2)([c:77]2[cH:78][cH:79][cH:80][cH:81][cH:82]2)[c:83]2[cH:84][cH:85][cH:86][cH:87][cH:88]2)[P:89]([c:90]2[cH:91][cH:92][cH:93][cH:94][cH:95]2)([c:96]2[cH:97][cH:98][cH:99][cH:100][cH:101]2)[c:102]2[cH:103][cH:104][cH:105][cH:106][cH:107]2)([c:108]2[cH:109][cH:110][cH:111][cH:112][cH:113]2)[c:114]2[cH:115][cH:116][cH:117][cH:118][cH:119]2)[cH:120][cH:121]1>>[Cl:1][c:2]1[cH:3][cH:4][c:5](-[c:11]2[cH:12][cH:13][c:14]([O:17][CH:18]([C:19](=[O:20])[O:21][CH2:22][CH3:23])[CH2:24][CH2:25][C:26]3=[CH:27][CH2:28][CH2:29][CH2:30][CH2:31]3)[cH:15][cH:16]2)[s:6]1. The reactants are CC(C)(C)c1ccc(N)cc1N, CO, O=C(Cl)OCc1ccccc1, ClCCl, ClCCl, c1ccncc1. Yields the product CC(C)(C)c1ccc(NC(=O)OCc2ccccc2)cc1N. Reaction SMILES: [C:1]([CH3:2])([CH3:3])([CH3:4])[c:5]1[c:6]([NH2:12])[cH:7][c:8]([NH2:11])[cH:9][cH:10]1.[CH3:33][OH:34].[Cl:19][C:20](=[O:21])[O:22][CH2:23][c:24]1[cH:25][cH:26][cH:27][cH:28][cH:29]1.[Cl:30][CH2:31][Cl:32].[Cl:35][CH2:36][Cl:37].[cH:13]1[cH:14][cH:15][n:16][cH:17][cH:18]1>>[C:1]([CH3:2])([CH3:3])([CH3:4])[c:5]1[c:6]([NH2:12])[cH:7][c:8]([NH:11][C:20](=[O:21])[O:22][CH2:23][c:24]2[cH:25][cH:26][cH:27][cH:28][cH:29]2)[cH:9][cH:10]1. Starting materials: ClC1=C2C(=NC(=N1)C)N(N=C2C=2OC(=CC2)[N+](=O)[O-])C (4-chloro-1,6-dimethyl-3-(5-nitro-2-furyl)-1H-pyrazolo[3,4-d]pyrimidine), ClC1=C2C(=NC=N1)N(N=C2C=2OC(=CC2)[N+](=O)[O-])C (4-chloro-1-methyl-3-(5-nitro-2-furyl)-1H-pyrazolo[3,4-d]pyrimidine). Yields the product NC1=C2C(=NC(=N1)C)N(N=C2C=2OC(=CC2)[N+](=O)[O-])C (4-amino-1,6-dimethyl-3-(5-nitro-2-furyl)-1H-pyrazolo[3,4-d]pyrimidine), product. Reaction SMILES: Cl[C:2]1[N:7]=[C:6]([CH3:8])[N:5]=[C:4]2[N:9]([CH3:20])[N:10]=[C:11]([C:12]3[O:13][C:14]([N+:17]([O-:19])=[O:18])=[CH:15][CH:16]=3)[C:3]=12.ClC1N=C[N:25]=C2N(C)N=C(C3OC([N+]([O-])=O)=CC=3)C=12>>[NH2:25][C:2]1[N:7]=[C:6]([CH3:8])[N:5]=[C:4]2[N:9]([CH3:20])[N:10]=[C:11]([C:12]3[O:13][C:14]([N+:17]([O-:19])=[O:18])=[CH:15][CH:16]=3)[C:3]=12. Procedure details: The procedure described in Example 3b was repeated using 4-chloro-1,6-dimethyl-3-(5-nitro-2-furyl)-1H-pyrazolo[3,4-d]pyrimidine as starting material instead of 4-chloro-1-methyl-3-(5-nitro-2-furyl)-1H-pyrazolo[3,4-d]pyrimidine, the reaction conditions being the same. The crystalline product was collected, washed with water and dried. Recrystallisation from dimethyl formamide gave 4-amino-1,6-dimethyl-3-(5-nitro-2-furyl)-1H-pyrazolo[3,4-d]pyrimidine having decomposition point > 300° C. identical ...